Dataset: the Open Reaction Database (ORD), a public repository of structured organic reaction records. Task: describe an organic reaction: reactants, conditions, products, and yield Starting materials: [BH4-], COC(=O)c1cc(C(O)CNC(C)(C)CCn2cnc(-c3ccc(OC)cc3)n2)ccc1OCc1ccccc1, CCO, [Ca+2], [Cl-], [Cl-], [Na+], C1CCOC1. Product: COc1ccc(-c2ncn(CCC(C)(C)NCC(O)c3ccc(OCc4ccccc4)c(CO)c3)n2)cc1. Reaction SMILES: [BH4-:44].[CH2:1]([c:2]1[cH:3][cH:4][cH:5][cH:6][cH:7]1)[O:8][c:9]1[c:10]([C:11](=[O:12])[O:13][CH3:14])[cH:15][c:16]([CH:19]([CH2:20][NH:21][C:22]([CH2:23][CH2:24][n:25]2[n:26][c:27](-[c:30]3[cH:31][cH:32][c:33]([O:36][CH3:37])[cH:34][cH:35]3)[n:28][cH:29]2)([CH3:38])[CH3:39])[OH:40])[cH:17][cH:18]1.[CH3:51][CH2:52][OH:53].[Ca+2:43].[Cl-:41].[Cl-:42].[Na+:45].[O:46]1[CH2:47][CH2:48][CH2:49][CH2:50]1>>[CH2:1]([c:2]1[cH:3][cH:4][cH:5][cH:6][cH:7]1)[O:8][c:9]1[c:10]([CH2:11][OH:12])[cH:15][c:16]([CH:19]([CH2:20][NH:21][C:22]([CH2:23][CH2:24][n:25]2[n:26][c:27](-[c:30]3[cH:31][cH:32][c:33]([O:36][CH3:37])[cH:34][cH:35]3)[n:28][cH:29]2)([CH3:38])[CH3:39])[OH:40])[cH:17][cH:18]1.